Dataset: the Open Reaction Database (ORD), a public repository of structured organic reaction records. Task: describe an organic reaction: reactants, conditions, products, and yield RXN SMILES: [C:42](=[O:43])([OH:44])[O-:45].[CH2:24]([CH3:25])[CH:26]1[CH2:27][CH2:28][c:29]2[cH:30][cH:31][c:32]([N:35]3[N:36]=[C:37]([CH3:41])[CH2:38][C:39]3=[O:40])[cH:33][c:34]21.[CH3:48][CH2:49][OH:50].[ClH:1].[ClH:47].[N:20]([O-:21])=[O:22].[NH2:2][c:3]1[c:4]([OH:19])[c:5](-[c:10]2[cH:11][c:12]([C:16](=[O:17])[OH:18])[cH:13][cH:14][cH:15]2)[cH:6][c:7]([CH3:9])[cH:8]1.[Na+:23].[Na+:46]>>[NH:2]([c:3]1[c:4]([OH:19])[c:5](-[c:10]2[cH:11][c:12]([C:16](=[O:17])[OH:18])[cH:13][cH:14][cH:15]2)[cH:6][c:7]([CH3:9])[cH:8]1)[N:20]=[C:38]1[C:37]([CH3:41])=[N:36][N:35]([c:32]2[cH:31][cH:30][c:29]3[c:34]([cH:33]2)[CH:26]([CH2:24][CH3:25])[CH2:27][CH2:28]3)[C:39]1=[O:40]. Reactants: O=C([O-])O, CCC1CCc2ccc(N3N=C(C)CC3=O)cc21, CCO, Cl, Cl, O=N[O-], Cc1cc(N)c(O)c(-c2cccc(C(=O)O)c2)c1, [Na+], [Na+]. Product: CCC1CCc2ccc(N3N=C(C)C(=NNc4cc(C)cc(-c5cccc(C(=O)O)c5)c4O)C3=O)cc21. Starting materials: C(C)OC(C(C)(C)SC(C)=O)=O (2-acetylsulfanyl-2-methyl-propionic acid ethyl ester), C[O-].[Na+] (sodium methoxide), CS(=O)(=O)OCC[C@@H]1COCC1 (2-[(3R)-oxolan-3-yl]ethyl methanesulfonate). The solvent is C(C)O (ethanol). Reaction conditions: temperature 80 celsius. The product is CC(C(=O)OCC)(C)SCC[C@@H]1COCC1 (ethyl 2-methyl-2-({2-[(3R)-oxolan-3-yl]ethyl}sulfanyl)propanoate). Yield: 29.4%. Reaction SMILES: [CH2:1]([O:3][C:4](=[O:12])[C:5]([S:8][C:9](=O)[CH3:10])([CH3:7])[CH3:6])[CH3:2].C[O-].[Na+].CS(OCC[C@H:23]1[CH2:27][CH2:26][O:25][CH2:24]1)(=O)=O>C(O)C>[CH3:6][C:5]([S:8][CH2:9][CH2:10][C@H:23]1[CH2:27][CH2:26][O:25][CH2:24]1)([CH3:7])[C:4]([O:3][CH2:1][CH3:2])=[O:12] |f:1.2|. Procedure details: To a solution of 1.13 g (5.94 mmol) of 2-acetylsulfanyl-2-methyl-propionic acid ethyl ester in ethanol (20 mL, degassed) are added 1.28 g (23.7 mmol) of sodium methoxide, followed by 1.13 g (5.94 mmol) of 2-[(3R)-oxolan-3-yl]ethyl methanesulfonate under nitrogen atmosphere. The reaction is heated to 80° C. for 16 h. The solvent is removed under reduced pressure. The residue is dissolved in ethyl acetate (50 mL) and washed with saturated aqueous NaHCO3 solution (2×15 mL) and 1M aqueous HCl soluti... Starting materials: C1(CCCCC1)CSC1=CC2=C(NC(=N2)NC(OC)=O)C=C1 ([5-[(cyclohexylmethyl)thio]-1H-benzimidazol-2-yl]carbamic acid, methyl ester), ClC1=CC(=CC=C1)C(=O)OO (m-chloroperbenzoic acid). Run in C(Cl)(Cl)Cl (CHCl3), CC(=O)O (HOAc). Reaction conditions: time 5 hour. Yields the product C1(CCCCC1)CS(=O)C1=CC2=C(NC(=N2)NC(OC)=O)C=C1 ([5-[(Cyclohexylmethyl)sulfinyl]-1H-benzimidazol-2-yl]carbamic acid, methyl ester). As a reaction SMILES: [CH:1]1([CH2:7][S:8][C:9]2[CH:22]=[CH:21][C:12]3[NH:13][C:14]([NH:16][C:17](=[O:20])[O:18][CH3:19])=[N:15][C:11]=3[CH:10]=2)[CH2:6][CH2:5][CH2:4][CH2:3][CH2:2]1.ClC1C=CC=C(C(OO)=[O:31])C=1>C(Cl)(Cl)Cl.CC(O)=O>[CH:1]1([CH2:7][S:8]([C:9]2[CH:22]=[CH:21][C:12]3[NH:13][C:14]([NH:16][C:17](=[O:20])[O:18][CH3:19])=[N:15][C:11]=3[CH:10]=2)=[O:31])[CH2:2][CH2:3][CH2:4][CH2:5][CH2:6]1. Procedure details: To a mixture of 3.2 g of [5-[(cyclohexylmethyl)thio]-1H-benzimidazol-2-yl]carbamic acid, methyl ester in 120 ml CHCl3 and 120 ml HOAc at -20° C there is added a solution of 2.1 g of m-chloroperbenzoic acid. The resulting mixture is stirred and allowed to warm to room temperature. Stirring is continued for 5 hours and then CHCl3 is removed in vacuo. Water is added and the solution is neutralized with NaHCO3. The resulting solid is filtered off and crystallized from acetonitrile (1.5 g) to give th... Starting materials: CCCCCN, COC1=CC(=O)C(=O)c2ccccc21, CCO. Product: CCCCCNC1=CC(=O)C(=O)c2ccccc21. RXN SMILES: [CH2:15]([CH2:16][CH2:17][CH2:18][CH3:19])[NH2:20].[CH3:1][O:2][C:3]1=[CH:4][C:5](=[O:14])[C:6](=[O:13])[c:7]2[cH:8][cH:9][cH:10][cH:11][c:12]21.[CH3:21][CH2:22][OH:23]>>[C:3]1([NH:20][CH2:15][CH2:16][CH2:17][CH2:18][CH3:19])=[CH:4][C:5](=[O:14])[C:6](=[O:13])[c:7]2[cH:8][cH:9][cH:10][cH:11][c:12]21. Reactants: CS(C)=O, O=C(O)c1ccccc1I(=O)=O, CC(O)c1ccc2c3c1ccn3C(=O)CNC2. The product is CC(=O)c1ccc2c3c1ccn3C(=O)CNC2. As a reaction SMILES: [CH3:30][S:31]([CH3:32])=[O:33].[I:1]([c:2]1[cH:3][cH:4][cH:5][cH:6][c:7]1[C:8]([OH:9])=[O:10])(=[O:11])=[O:12].[OH:13][CH:14]([CH3:15])[c:16]1[c:17]2[cH:18][cH:19][n:20]3[c:21]2[c:22]([cH:23][cH:24]1)[CH2:25][NH:26][CH2:27][C:28]3=[O:29]>>[O:13]=[C:14]([CH3:15])[c:16]1[c:17]2[cH:18][cH:19][n:20]3[c:21]2[c:22]([cH:23][cH:24]1)[CH2:25][NH:26][CH2:27][C:28]3=[O:29]. Reactants: BrN1C(CCC1=O)=O (N-bromosuccinimide), COCOC=1C=C(C=C(C1)OCOC)CO (3,5-bis(methoxymethoxy)phenylmethanol), O (water). Solvent: CN(C=O)C (N,N-dimethylformamide). Conditions: time 5 hour. Yields the product BrC1=C(C=C(C=C1OCOC)OCOC)CO ([2-bromo-3,5-bis(methoxymethoxy)phenyl]methanol). The yield is 69.4%. RXN SMILES: [CH3:1][O:2][CH2:3][O:4][C:5]1[CH:6]=[C:7]([CH2:15][OH:16])[CH:8]=[C:9]([O:11][CH2:12][O:13][CH3:14])[CH:10]=1.[Br:17]N1C(=O)CCC1=O.O>CN(C)C=O>[Br:17][C:6]1[C:5]([O:4][CH2:3][O:2][CH3:1])=[CH:10][C:9]([O:11][CH2:12][O:13][CH3:14])=[CH:8][C:7]=1[CH2:15][OH:16]. Procedure details: The above-obtained 3,5-bis(methoxymethoxy)phenylmethanol (5.3 g, 23 mmol) was dissolved in N,N-dimethylformamide (20 mL) and obtained solution was added with N-bromosuccinimide (4.3 g, 24 mmol) followed by stirring at a room temperature for 5 hours. The reaction mixture was added with water and extracted with chloroform 3 times. The organic layers were combined, washed with saturated brine, dried over anhydrous sodium sulfate and then the solvent was evaporated under reduced pressure. The residu... Reactants: C=C1CC(=O)O1 (Diketene), OCCCN1CCCCC1 (1-(3-hydroxypropyl)piperidine). Run in C1(=CC=CC=C1)C (toluene). Run at time 72 hour. Product: C(CC(=O)C)(=O)OCCCN1CCCCC1 (3-(Piperidin-1-yl)propyl acetoacetate). Reaction SMILES: [CH2:1]=[C:2]1[O:6][C:4](=[O:5])[CH2:3]1.[OH:7][CH2:8][CH2:9][CH2:10][N:11]1[CH2:16][CH2:15][CH2:14][CH2:13][CH2:12]1>C1(C)C=CC=CC=1>[C:4]([O:7][CH2:8][CH2:9][CH2:10][N:11]1[CH2:16][CH2:15][CH2:14][CH2:13][CH2:12]1)(=[O:5])[CH2:3][C:2]([CH3:1])=[O:6]. Procedure: Diketene (1.48 mL, 19.2 mmol, 1.30 equiv) was added to a solution of 1-(3-hydroxypropyl)piperidine (2.12 g, 14.8 mmol, 1.00 equiv, Leonard, N. J.; Musker, W. K. J. Am. Chem. Soc. 1960, 82, 5148) in toluene (30 mL), and the mixture was stirred under argon for 72 hours at room temperature. Removal of solvent gave 3.52 g (100%) of light brown, viscous oil, which was characterized spectroscopically and used for the next reaction without purification.